This data is from the Open Reaction Database (ORD), a public repository of structured organic reaction records. The task is: describe an organic reaction: reactants, conditions, products, and yield The reactants are [BH4-], N#Cc1ccccc1-c1cc(C(=O)c2ccccn2)cn(-c2ccccc2)c1=O, O=C([O-])O, CO, [Na+], [Na+]. Product: N#Cc1ccccc1-c1cc(C(O)c2ccccn2)cn(-c2ccccc2)c1=O. Reaction SMILES: [BH4-:30].[C:1](#[N:2])[c:3]1[c:4](-[c:9]2[c:10](=[O:29])[n:11](-[c:23]3[cH:24][cH:25][cH:26][cH:27][cH:28]3)[cH:12][c:13]([C:15](=[O:16])[c:17]3[n:18][cH:19][cH:20][cH:21][cH:22]3)[cH:14]2)[cH:5][cH:6][cH:7][cH:8]1.[C:34](=[O:35])([O-:36])[OH:37].[CH3:32][OH:33].[Na+:31].[Na+:38]>>[C:1](#[N:2])[c:3]1[c:4](-[c:9]2[c:10](=[O:29])[n:11](-[c:23]3[cH:24][cH:25][cH:26][cH:27][cH:28]3)[cH:12][c:13]([CH:15]([OH:16])[c:17]3[n:18][cH:19][cH:20][cH:21][cH:22]3)[cH:14]2)[cH:5][cH:6][cH:7][cH:8]1.